From a dataset of the Open Reaction Database (ORD), a public repository of structured organic reaction records. describe an organic reaction: reactants, conditions, products, and yield Reactants: O=C([O-])[O-], CC#N, CCOC(C)=O, COC1(c2cccc(F)c2F)CNC1, CCI, [K+], [K+], O. Product: CCN1CC(OC)(c2cccc(F)c2F)C1. Reaction SMILES: [C:15](=[O:16])([O-:17])[O-:18].[CH3:25][C:26]#[N:27].[CH3:28][CH2:29][O:30][C:31](=[O:32])[CH3:33].[F:1][c:2]1[c:3]([C:9]2([O:13][CH3:14])[CH2:10][NH:11][CH2:12]2)[cH:4][cH:5][cH:6][c:7]1[F:8].[I:21][CH2:22][CH3:23].[K+:19].[K+:20].[OH2:24]>>[F:1][c:2]1[c:3]([C:9]2([O:13][CH3:14])[CH2:10][N:11]([CH2:22][CH3:23])[CH2:12]2)[cH:4][cH:5][cH:6][c:7]1[F:8]. Starting materials: [N+](=O)([O-])C=1C=C(CO)C=CC1 (3-nitrobenzyl alcohol), C(C)(=O)[O-].[Na+] (sodium acetate), ( 603 ), C(C)(=O)OC[C@@H]1CC[C@@H](O1)C=1CS[C@H]2N(C1C(=O)OCC1=CC=C(C=C1)OC)C([C@H]2NC(CC2=CC=CC=C2)=O)=O (4-methoxybenzyl (6R,7R)-3-[(2R,5S)-5-acetoxymethyltetrahydrofuran-2-yl]-7-phenylacetamidoceph-3-em-4-carboxylate), [PH5] (phosphorane), ( 603 ), C(C)(=O)OC[C@H]1CC[C@H](O1)C=1CS[C@H]2N(C1C(=O)OCC1=CC=C(C=C1)OC)C([C@H]2NC(CC2=CC=CC=C2)=O)=O (4-methoxybenzyl (6R,7R)-3-[(2S,5R)-5-acetoxymethyltetrahydrofuran-2-yl]-7-phenylacetamidoceph-3-em-4-carboxylate), solid, [N+](=O)([O-])C=1C=C(CO)C=CC1 (3-nitrobenzyl alcohol), ( 581 ), C(C)(=O)[O-].[Na+] (sodium acetate), foam, ( 581 ). Solvent: C(Cl)(Cl)Cl (CHCl3), C1(=CC=CC=C1)C (toluene), C(Cl)(Cl)Cl (CHCl3), C(C)(=O)OCC.CCCCCC (ethyl acetate hexane). The product is C(C)(=O)OCC1CCC(O1)C=1CS[C@H]2N(C1C(=O)OCC1=CC=C(C=C1)OC)C([C@H]2NC(CC2=CC=CC=C2)=O)=O (4-Methoxybenzyl (6R,7R)-3-(5-acetoxymethyltetrahydrofuran-2-yl)-7-phenylacetamidoceph-3-em-4-carboxylate). Reaction SMILES: [PH5].[C:2]([O:5][CH2:6][C@@H:7]1[O:11][C@H:10]([C:12]2[CH2:13][S:14][C@@H:15]3[C@H:31]([NH:32][C:33](=[O:41])[CH2:34][C:35]4[CH:40]=[CH:39][CH:38]=[CH:37][CH:36]=4)[C:30](=[O:42])[N:16]3[C:17]=2[C:18]([O:20][CH2:21][C:22]2[CH:27]=[CH:26][C:25]([O:28][CH3:29])=[CH:24][CH:23]=2)=[O:19])[CH2:9][CH2:8]1)(=[O:4])[CH3:3].[N+](C1C=C(C=CC=1)CO)([O-])=O.C([O-])(=O)C.[Na+].C(OC[C@H]1O[C@@H](C2CS[C@@H]3[C@H](NC(=O)CC4C=CC=CC=4)C(=O)N3C=2C(OCC2C=CC(OC)=CC=2)=O)CC1)(=O)C>C1(C)C=CC=CC=1.C(Cl)(Cl)Cl.C(OCC)(=O)C.CCCCCC>[C:2]([O:5][CH2:6][CH:7]1[O:11][CH:10]([C:12]2[CH2:13][S:14][C@@H:15]3[C@H:31]([NH:32][C:33](=[O:41])[CH2:34][C:35]4[CH:40]=[CH:39][CH:38]=[CH:37][CH:36]=4)[C:30](=[O:42])[N:16]3[C:17]=2[C:18]([O:20][CH2:21][C:22]2[CH:27]=[CH:26][C:25]([O:28][CH3:29])=[CH:24][CH:23]=2)=[O:19])[CH2:9][CH2:8]1)(=[O:4])[CH3:3] |f:3.4,8.9|. Procedure details: A solution of the phosphorane from Example 31(g) (517mg) in dry toluene (100ml) was heated at reflux under dry argon for 8 hours and evaporated. the residue was chromatographed on silica gel eluting with ethyl acetate/hexane mixtures to give two fractions. The less polar fraction contained 4-methoxybenzyl (6R,7R)-3-[(2S,5R)-5-acetoxymethyltetrahydrofuran-2-yl]-7-phenylacetamidoceph-3-em-4-carboxylate, a foam (105mg); vmax (CHCl3) 3410, 1784, 1726 and 1683cm-1 ; δH (CDCl3) 1.53-1.83 (3H, m), 2.09... The reactants are NC(CCCC(=O)OC)C1=C(C=CC=C1OC)OC (methyl 5-amino-5-(2,6-dimethoxyphenyl)pentanoate), FC(OC1=NC=C(C=O)C=C1C)F (6-(difluoromethoxy)-5-methylnicotinaldehyde). Yields the product FC(OC1=C(C=C(C=N1)CN1C(CCCC1C1=C(C=CC=C1OC)OC)=O)C)F (1-((6-(difluoromethoxy)-5-methylpyridin-3-yl)methyl)-6-(2,6-dimethoxyphenyl)piperidin-2-one). RXN SMILES: [NH2:1][CH:2]([C:10]1[C:15]([O:16][CH3:17])=[CH:14][CH:13]=[CH:12][C:11]=1[O:18][CH3:19])[CH2:3][CH2:4][CH2:5][C:6]([O:8]C)=O.[F:20][CH:21]([F:32])[O:22][C:23]1[C:30]([CH3:31])=[CH:29][C:26]([CH:27]=O)=[CH:25][N:24]=1>>[F:32][CH:21]([F:20])[O:22][C:23]1[N:24]=[CH:25][C:26]([CH2:27][N:1]2[CH:2]([C:10]3[C:15]([O:16][CH3:17])=[CH:14][CH:13]=[CH:12][C:11]=3[O:18][CH3:19])[CH2:3][CH2:4][CH2:5][C:6]2=[O:8])=[CH:29][C:30]=1[CH3:31]. Reported procedure: Prepared according to the described general procedure 1 (GP1) by reaction of methyl 5-amino-5-(2,6-dimethoxyphenyl)pentanoate with 6-(difluoromethoxy)-5-methylnicotinaldehyde. Subsequent purification by preparative HPLC afforded the target compound. LC-MS (conditions A): tR=0.86 min.; [M+H]+: 406.88 g/mol. Starting materials: ClC1=C(C(=O)Cl)C=C(C=C1)N1N=CC(NC1=O)=O (2-chloro-5-(3,5-dioxo-4,5-dihydro-3H-[1,2,4]triazin-2-yl)-benzoyl chloride), C(C)C(CN)CCCC (2-ethylhexylamine), C(C)(C)N(CC)C(C)C (diisopropylethylamine), CC[NH+](CC)CC.CC[NH+](CC)CC.C(=O)([O-])[O-] (MP-carbonate resin). Solvent: ClC(C)Cl (dichloroethane), C1CCOC1 (THF), ClC(C)Cl (dichloroethane). Run at time 16 hour. Yields the product ClC1=C(C(=O)NCC(CCCC)CC)C=C(C=C1)N1N=CC(NC1=O)=O (2-Chloro-5-(3,5-dioxo-4,5-dihydro-3H-[1,2,4]triazin-2-yl)-N-(2-ethyl-hexyl)-benzamide). RXN SMILES: [CH2:1]([CH:3]([CH2:6][CH2:7][CH2:8][CH3:9])[CH2:4][NH2:5])[CH3:2].C(N(C(C)C)CC)(C)C.[Cl:19][C:20]1[CH:28]=[CH:27][C:26]([N:29]2[C:34](=[O:35])[NH:33][C:32](=[O:36])[CH:31]=[N:30]2)=[CH:25][C:21]=1[C:22](Cl)=[O:23].CC[NH+](CC)CC.CC[NH+](CC)CC.C([O-])([O-])=O>ClC(Cl)C.C1COCC1>[Cl:19][C:20]1[CH:28]=[CH:27][C:26]([N:29]2[C:34](=[O:35])[NH:33][C:32](=[O:36])[CH:31]=[N:30]2)=[CH:25][C:21]=1[C:22]([NH:5][CH2:4][CH:3]([CH2:1][CH3:2])[CH2:6][CH2:7][CH2:8][CH3:9])=[O:23] |f:3.4.5|. Procedure details: To a solution of 2-ethylhexylamine (15 mg, 0.125 mmol) in dichloroethane (1 ml) was added diisopropylethylamine resin (60 mg, 0.225 mmol) followed by a solution of 2-chloro-5-(3,5-dioxo-4,5-dihydro-3H-[1,2,4]triazin-2-yl)-benzoyl chloride (21 mg, 0.075 mmol) in a 3:1 mixture of dichloroethane and THF (15 ml). The reaction mixture was shaken for 16 hours and filtered. The filtrate was treated with MP-carbonate resin (75 mg, 0.225 mmol) and the resulting mixture was shaken for 3 hours. The mixture... Reactants: CO[Si](C)(CCC(C)(C)C#N)OC, [H][H], N, [Ni]. Product: CO[Si](C)(CCC(C)(C)CN)OC. As a reaction SMILES: [C:1](#[N:2])[C:3]([CH2:4][CH2:5][Si:6]([O:7][CH3:8])([O:9][CH3:10])[CH3:11])([CH3:12])[CH3:13].[H:15][H:16].[NH3:14].[Ni:17]>>[CH2:1]([NH2:2])[C:3]([CH2:4][CH2:5][Si:6]([O:7][CH3:8])([O:9][CH3:10])[CH3:11])([CH3:12])[CH3:13].